From a dataset of the Open Reaction Database (ORD), a public repository of structured organic reaction records. describe an organic reaction: reactants, conditions, products, and yield The reactants are methyl ester, C1(CCCCC1)NC(C)C (cyclohexylisopropylamine), C(CCC)[Li] (n-butyllithium), C1(=CC=CC=C1)[Se][Se]C1=CC=CC=C1 (diphenyl diselenide), CN(C)P(=O)(N(C)C)N(C)C (HMPA). Solvent: C1CCOC1 (THF), C1CCOC1 (THF), C1CCOC1 (THF). Run at time 2 hour. Product: C1(CCCCC1)[N-]C(C)C.[Li+] (Lithium cyclohexylisopropylamide), selenide. As a reaction SMILES: [CH:1]1([NH:7][CH:8]([CH3:10])[CH3:9])[CH2:6][CH2:5][CH2:4][CH2:3][CH2:2]1.C([Li:15])CCC.C1([Se][Se]C2C=CC=CC=2)C=CC=CC=1.CN(P(N(C)C)(N(C)C)=O)C>C1COCC1>[CH:1]1([N-:7][CH:8]([CH3:10])[CH3:9])[CH2:6][CH2:5][CH2:4][CH2:3][CH2:2]1.[Li+:15] |f:5.6|. Reported procedure: Lithium cyclohexylisopropylamide was prepared from cyclohexylisopropylamine (0.07 ml) and n-butyllithium (1.6-M, 0.265 ml) in THF (1 ml). To the resultant was added dropwise a solution of methyl ester (34) (0.1412 g) in THF (4 ml) and stirred for 2 hours. A solution of diphenyl diselenide (0.132 g) and HMPA (0.074 ml) in THF (2 ml) was added, and the mixture was stirred at -70° C. for one hour and -40° C.--30° C. for 1.5 hours. According to the conventional treatment, selenide (35) (0.1247 g) wa... Reaction SMILES: [Br:1][c:2]1[c:3]([NH:11][C:12]([CH2:13][c:14]2[cH:15][cH:16][c:17]([F:20])[cH:18][cH:19]2)=[O:21])[n:4][n:5]2[c:6]1[n:7][cH:8][cH:9][cH:10]2.[CH3:22][O:23][c:24]1[n:25][cH:26][c:27]([B:30]([OH:31])[OH:32])[cH:28][n:29]1>>[c:2]1(-[c:27]2[cH:26][n:25][c:24]([O:23][CH3:22])[n:29][cH:28]2)[c:3]([NH:11][C:12]([CH2:13][c:14]2[cH:15][cH:16][c:17]([F:20])[cH:18][cH:19]2)=[O:21])[n:4][n:5]2[c:6]1[n:7][cH:8][cH:9][cH:10]2. Reactants: O=C(Cc1ccc(F)cc1)Nc1nn2cccnc2c1Br, COc1ncc(B(O)O)cn1. Product: COc1ncc(-c2c(NC(=O)Cc3ccc(F)cc3)nn3cccnc23)cn1. Reactants: CCOC=C(C(=O)OCC)C(=O)C(F)F, CNN=Cc1ccccc1, Cc1ccccc1. Yields the product CCOC(=O)C(=CN(C)N=Cc1ccccc1)C(=O)C(F)F. RXN SMILES: [CH2:11]([O:12][CH:14]=[C:15]([C:16](=[O:17])[O:18][CH2:19][CH3:20])[C:21]([CH:22]([F:23])[F:24])=[O:25])[CH3:13].[CH3:1][NH:2][N:3]=[CH:4][c:5]1[cH:6][cH:7][cH:8][cH:9][cH:10]1.[CH3:26][c:27]1[cH:28][cH:29][cH:30][cH:31][cH:32]1>>[CH3:1][N:2]([N:3]=[CH:4][c:5]1[cH:6][cH:7][cH:8][cH:9][cH:10]1)[CH:14]=[C:15]([C:16](=[O:17])[O:18][CH2:19][CH3:20])[C:21]([CH:22]([F:23])[F:24])=[O:25]. The reactants are C(C)OC(=C)C=1C=CC(=NC1)C(=O)OC (methyl 5-(1-ethoxyethenyl)pyridine-2-carboxylate), product, C1CC(=O)N(C1=O)Br (NBS). The solvent is C1CCOC1 (THF), O (H2O). Reaction conditions: time 10 minute. Product: BrCC(=O)C=1C=CC(=NC1)C(=O)OC (methyl 5-(bromoacetyl)pyridine-2-carboxylate). Reaction SMILES: C([O:3][C:4]([C:6]1[CH:7]=[CH:8][C:9]([C:12]([O:14][CH3:15])=[O:13])=[N:10][CH:11]=1)=[CH2:5])C.C1C(=O)N([Br:23])C(=O)C1>C1COCC1.O>[Br:23][CH2:3][C:4]([C:6]1[CH:7]=[CH:8][C:9]([C:12]([O:14][CH3:15])=[O:13])=[N:10][CH:11]=1)=[O:5]. Reported procedure: To a solution of step 1 product (780 mg, 3.76 mmol) in THF (37.5 ml) and H2O (2.5 ml) was added NBS (670 mg, 3.76 mmol) in one portion. The solution was stirred at rt for 10 min, solvent was removed and purified on silica gel column eluting a gradient of 8-75% EtOAc in hexane to afford methyl 5-(bromoacetyl)pyridine-2-carboxylate (0.92 g) LCMS: [M+H]+=258.1, 260.1.